From a dataset of the Open Reaction Database (ORD), a public repository of structured organic reaction records. describe an organic reaction: reactants, conditions, products, and yield Reactants: CC(=O)O, CC(Oc1ccc(COc2ccccc2)cc1)C(N)=O, O. The product is CC(Oc1ccc(COc2ccccc2)cc1)C(=O)O. Reaction SMILES: [CH3:21][C:22]([OH:23])=[O:24].[O:1]([c:2]1[cH:3][cH:4][cH:5][cH:6][cH:7]1)[CH2:8][c:9]1[cH:10][cH:11][c:12]([O:13][CH:14]([C:15](=[O:16])[NH2:17])[CH3:18])[cH:19][cH:20]1.[OH2:25]>>[O:1]([c:2]1[cH:3][cH:4][cH:5][cH:6][cH:7]1)[CH2:8][c:9]1[cH:10][cH:11][c:12]([O:13][CH:14]([C:15](=[O:16])[OH:23])[CH3:18])[cH:19][cH:20]1. The reactants are ClC1=C(C2=C(CCN(CC2)C(C(F)(F)F)=O)C=C1)OS(=O)(=O)C(F)(F)F (7-chloro-3-(2,2,2-trifluoroacetyl)-6-trifluoromethanesulfonyloxy-2,3,4,5-tetrahydro-1H-benzo[d]azepine), NCC=1C=NC(=CC1)COC(C)C (3-aminomethyl-6-(iso-propoxy)methyl-pyridine). The solvent is C1(=CC=CC=C1)C (toluene). Yields the product ClC1=C(C2=C(CCN(CC2)C(C(F)(F)F)=O)C=C1)NCC=1C=NC(=CC1)COC(C)C (7-chloro-6-[(6-iso-propoxymethyl-pyridin-3-ylmethyl)-amino]-3-(2,2,2-trifluoroacetyl)-2,3,4,5-tetrahydro-1H-benzo[d]azepine). RXN SMILES: [Cl:1][C:2]1[CH:18]=[CH:17][C:5]2[CH2:6][CH2:7][N:8]([C:11](=[O:16])[C:12]([F:15])([F:14])[F:13])[CH2:9][CH2:10][C:4]=2[C:3]=1OS(C(F)(F)F)(=O)=O.[NH2:27][CH2:28][C:29]1[CH:30]=[N:31][C:32]([CH2:35][O:36][CH:37]([CH3:39])[CH3:38])=[CH:33][CH:34]=1>C1(C)C=CC=CC=1>[Cl:1][C:2]1[CH:18]=[CH:17][C:5]2[CH2:6][CH2:7][N:8]([C:11](=[O:16])[C:12]([F:15])([F:14])[F:13])[CH2:9][CH2:10][C:4]=2[C:3]=1[NH:27][CH2:28][C:29]1[CH:30]=[N:31][C:32]([CH2:35][O:36][CH:37]([CH3:39])[CH3:38])=[CH:33][CH:34]=1. Reported procedure: Use a method similar to the General Procedure 1-2 to couple 7-chloro-3-(2,2,2-trifluoroacetyl)-6-trifluoromethanesulfonyloxy-2,3,4,5-tetrahydro-1H-benzo[d]azepine (408 mg, 0.96 mmol) with 3-aminomethyl-6-(iso-propoxy)methyl-pyridine (190 mg, 1.05 mmol) in toluene (8 mL). Purify the crude mixture by chromatography on silica gel eluting with isohexane/EtOAc (1:0 to 1:1 gradient) to obtain 7-chloro-6-[(6-iso-propoxymethyl-pyridin-3-ylmethyl)-amino]-3-(2,2,2-trifluoroacetyl)-2,3,4,5-tetrahydro-1H-be... Starting materials: O=C=Nc1ccc(Br)cc1, COc1ccc(S(N)(=O)=O)cc1, CC(C)=O, [Na+], [OH-], O. Yields the product COc1ccc(S(=O)(=O)NC(=O)Nc2ccc(Br)cc2)cc1. As a reaction SMILES: [Br:15][c:16]1[cH:17][cH:18][c:19]([N:22]=[C:23]=[O:24])[cH:20][cH:21]1.[CH3:1][O:2][c:3]1[cH:4][cH:5][c:6]([S:9](=[O:10])(=[O:11])[NH2:12])[cH:7][cH:8]1.[CH3:26][C:27](=[O:28])[CH3:29].[Na+:14].[OH-:13].[OH2:25]>>[CH3:1][O:2][c:3]1[cH:4][cH:5][c:6]([S:9](=[O:10])(=[O:11])[NH:12][C:23]([NH:22][c:19]2[cH:18][cH:17][c:16]([Br:15])[cH:21][cH:20]2)=[O:24])[cH:7][cH:8]1.